From a dataset of the Open Reaction Database (ORD), a public repository of structured organic reaction records. describe an organic reaction: reactants, conditions, products, and yield Reactants: CN(C)C=O, C[O-], CNC, Cl, Nc1ccccc1N1CCc2cc(Cl)ccc21, [Na+], O. Product: O=CNc1ccccc1N1CCc2cc(Cl)ccc21. As a reaction SMILES: [CH3:19][N:20]([CH:21]=[O:22])[CH3:23].[CH3:24][O-:25].[CH3:27][NH:28][CH3:29].[ClH:1].[NH2:2][c:3]1[c:4]([N:9]2[CH2:10][CH2:11][c:12]3[cH:13][c:14]([Cl:18])[cH:15][cH:16][c:17]32)[cH:5][cH:6][cH:7][cH:8]1.[Na+:26].[OH2:30]>>[NH:2]([c:3]1[c:4]([N:9]2[CH2:10][CH2:11][c:12]3[cH:13][c:14]([Cl:18])[cH:15][cH:16][c:17]32)[cH:5][cH:6][cH:7][cH:8]1)[CH:21]=[O:22]. Reactants: ClN1C(CCC1=O)=O (N-chlorosuccinimide), C(C)(=O)O (acetic acid), C(C)NC([O-])=O.COC=1C=CC=2C(C3C(CNC3)C2C1)C (N-ethylcarbamate 5-methoxy-8-methyl-1,2,3,3a,8,8a-hexahydroindeno[1,2-c]pyrrole). The solvent is ClCCCl (DCE), C(Cl)Cl (CH2Cl2). Reaction conditions: temperature 60 celsius, time 3 hour. Yields the product ClC1=C(C=CC=2C(C3C(CNC3)C12)C)OC (4-Chloro-5-methoxy-8-methyl-1,2,3,3a,8,8a-hexahydroindeno[1,2-c]pyrrole). Isolated yield 7.3%. RXN SMILES: [Cl:1]N1C(=O)CCC1=O.C(O)(=O)C.C(NC(=O)[O-])C.[CH3:19][O:20][C:21]1[CH:22]=[CH:23][C:24]2[CH:25]([CH3:33])[CH:26]3[CH2:30][NH:29][CH2:28][CH:27]3[C:31]=2[CH:32]=1>ClCCCl.C(Cl)Cl>[Cl:1][C:32]1[C:31]2[CH:27]3[CH2:28][NH:29][CH2:30][CH:26]3[CH:25]([CH3:33])[C:24]=2[CH:23]=[CH:22][C:21]=1[O:20][CH3:19] |f:2.3|. Procedure: N-chlorosuccinimide (0.39 g, 2.9 mmol) and acetic acid (3 mL) were added to a solution of N-ethylcarbamate-5-methoxy-8-methyl-1,2,3,3a,8,8a-hexahydroindeno[1,2-c]pyrrole (from Example 2, Step A) (0.80 g, 2.9 mmol) in DCE (3 mL). The resulting solution was stirred for 3 hours at 60° C. The reaction mixture was cooled to room temperature, diluted with CH2Cl2 (50 mL), and washed with H2O (50 mL). The organic extract was dried over MgSO4 and concentrated. The crude product was purified by column chr...